From a dataset of the Open Reaction Database (ORD), a public repository of structured organic reaction records. describe an organic reaction: reactants, conditions, products, and yield Reactants: BrC=1C=CC=C2C=CNC12 (7-bromoindol), Cl.O.N1CCC(CC1)=O (4-piperidone monohydrate hydrochloride). The product is BrC=1C=CC=C2C(=CNC12)C1CCNCC1 (7-bromo-3-piperidin-4-yl-1H-indole). As a reaction SMILES: [Br:1][C:2]1[CH:3]=[CH:4][CH:5]=[C:6]2[C:10]=1[NH:9][CH:8]=[CH:7]2.Cl.O.[NH:13]1[CH2:18][CH2:17][C:16](=O)[CH2:15][CH2:14]1>>[Br:1][C:2]1[CH:3]=[CH:4][CH:5]=[C:6]2[C:10]=1[NH:9][CH:8]=[C:7]2[CH:16]1[CH2:17][CH2:18][NH:13][CH2:14][CH2:15]1 |f:1.2.3|. Reported procedure: This compound was prepared following the procedure described in Example 1 (parts A and B) starting with 0.95 g (4.8 mmol) of 7-bromoindol and 1.89 g (12.3 mmol) of 4-piperidone monohydrate hydrochloride. After the usual work-up 1.1 g (89% of yield) of the desired product were obtained. The reactants are FC(C(=O)O)(F)F (Trifluoroacetic acid), COC(C(C(C)OC(C)=O)=C)=O (methyl-3-acetoxy-2-methylenebutyrate), COCN([Si](C)(C)C)CC1=CC=CC=C1 (N-methoxymethyl-N-trimethylsilyl benzylamine). Run in C(Cl)Cl (MeCl2). Run at time 8 hour. The product is COC(=O)C1(CN(CC1)CC1=CC=CC=C1)C(C)OC(C)=O (3-(1-Acetoxy-ethyl)-1-benzyl-pyrrolidine-3-carboxylic acid methyl ester). Reaction SMILES: F[C:2](F)(F)C(O)=O.[CH3:8][O:9][C:10](=[O:19])[C:11](=[CH2:18])[CH:12]([O:14][C:15](=[O:17])[CH3:16])[CH3:13].CO[CH2:22][N:23]([CH2:28][C:29]1[CH:34]=[CH:33][CH:32]=[CH:31][CH:30]=1)[Si](C)(C)C>C(Cl)Cl>[CH3:8][O:9][C:10]([C:11]1([CH:12]([O:14][C:15](=[O:17])[CH3:16])[CH3:13])[CH2:2][CH2:22][N:23]([CH2:28][C:29]2[CH:34]=[CH:33][CH:32]=[CH:31][CH:30]=2)[CH2:18]1)=[O:19]. Procedure: Trifluoroacetic acid (0.5 g, 4.38 mmol) was added to a solution of methyl-3-acetoxy-2-methylenebutyrate (5 g, 29.03 mmol) and N-methoxymethyl-N-trimethylsilyl benzylamine (6.89 g, 29.03 mmol) in MeCl2 (50 ml) at 0° C. then stirred overnight at room temperature. The solvent was evaporated and the residue extracted with EtOAc (200 ml) and H2O (50 ml) and saturated NaHCO3 solution (50 ml). The organic layer was separated, dried over MgSO4 filtered and evaporated solvent. The residue chromatographed... The reactants are ClCCl, O=C(OCc1ccccc1)N1CC(CO)C(CO)C1, Cc1ccc(S(=O)(=O)Cl)cc1, c1ccncc1. Yields the product O=C(OCc1ccccc1)N1CC2COCC2C1. Reaction SMILES: [Cl:1][CH2:2][Cl:3].[OH:4][CH2:5][CH:6]1[CH2:7][N:8]([C:13](=[O:14])[O:15][CH2:16][c:17]2[cH:18][cH:19][cH:20][cH:21][cH:22]2)[CH2:9][CH:10]1[CH2:11][OH:12].[S:23]([Cl:24])([c:25]1[cH:26][cH:27][c:28]([CH3:29])[cH:30][cH:31]1)(=[O:32])=[O:33].[cH:34]1[cH:35][cH:36][n:37][cH:38][cH:39]1>>[CH2:5]1[CH:6]2[CH2:7][N:8]([C:13](=[O:14])[O:15][CH2:16][c:17]3[cH:18][cH:19][cH:20][cH:21][cH:22]3)[CH2:9][CH:10]2[CH2:11][O:12]1. Reactants: C(C1=CC=CC=C1)=O (benzaldehyde), C(CC#N)#N (propanedinitrile), N1CCCCC1 (piperidine). Run in C(CCC)O (n-butanol). Run at temperature 20 celsius, time 16 hour. The product is C1(=CC=CC=C1)C=C(C#N)C#N (2-(phenylmethylidene)propanedinitrile). As a reaction SMILES: [CH:1](=O)[C:2]1[CH:7]=[CH:6][CH:5]=[CH:4][CH:3]=1.[C:9](#[N:13])[CH2:10][C:11]#[N:12].N1CCCCC1>C(O)CCC>[C:2]1([CH:1]=[C:10]([C:9]#[N:13])[C:11]#[N:12])[CH:7]=[CH:6][CH:5]=[CH:4][CH:3]=1. Reported procedure: Into a 50-mL round-bottom flask, was placed benzaldehyde (4 g, 37.69 mmol, 1.00 equiv), propanedinitrile (3.3 g, 49.95 mmol, 1.30 equiv), n-butanol (10 mL), piperidine (1 mL). The resulting solution was stirred for 16 h at 20° C. The resulting mixture was concentrated under vacuum. The resulting mixture was washed with 1×33 mL of H2O/EtOH(10/1). The solids were collected by filtration. The solid was dried in an oven. This resulted in 4.2 g (69%) of 2-(phenylmethylidene)propanedinitrile as a yell... Starting materials: CCOC(=O)c1cc2nc(Cl)ccc2[nH]1, CC(=O)O, CCO, ClCCl, [Na+], [OH-]. Yields the product O=C(O)c1cc2nc(Cl)ccc2[nH]1. As a reaction SMILES: [CH2:1]([CH3:2])[O:3][C:4](=[O:5])[c:6]1[cH:7][c:8]2[n:9][c:10]([Cl:15])[cH:11][cH:12][c:13]2[nH:14]1.[CH3:18][C:19](=[O:20])[OH:21].[CH3:22][CH2:23][OH:24].[Cl:25][CH2:26][Cl:27].[Na+:17].[OH-:16]>>[O:3]=[C:4]([OH:5])[c:6]1[cH:7][c:8]2[n:9][c:10]([Cl:15])[cH:11][cH:12][c:13]2[nH:14]1. Reactants: C(Cl)Cl (methylene chloride), C([O-])([O-])=O.[K+].[K+] (potassium carbonate), OC1=C(C(=O)OC)C=CC(=C1O)OC (Methyl 2, 3-dihydroxy-4-methoxybenzoate). Run in CN(C)C=O (DMF). Conditions: temperature 105 celsius, time 6 hour. The product is C1OC2=C(C(=O)OC)C=CC(=C2O1)OC (Methyl 2,3-methylenedioxy-4-methoxybenzoate). The yield is 91.0%. Reaction SMILES: [OH:1][C:2]1[C:11]([OH:12])=[C:10]([O:13][CH3:14])[CH:9]=[CH:8][C:3]=1[C:4]([O:6][CH3:7])=[O:5].[CH2:15](Cl)Cl.C(=O)([O-])[O-].[K+].[K+]>CN(C=O)C>[CH2:15]1[O:12][C:11]2[C:2](=[C:3]([CH:8]=[CH:9][C:10]=2[O:13][CH3:14])[C:4]([O:6][CH3:7])=[O:5])[O:1]1 |f:2.3.4|. Procedure details: Compound 121 (16.12 g, 0.081 mol) was dissolved in 500 mL of DMF. Then 100 mL of methylene chloride and 26 g (0.464 mol) of potassium carbonate were added. The mixture was heated to 105° C. with vigorous stirring for 6 hours. The potassium carbonate was filtered and the DMF was removed in vacuo. The residue was poured into ice-water and let stand overnight. The precipitated product 122 was filtered and washed with water until neutral. The dried gray white solid weighed 15.60 g (yield 91%) and wa... Procedure: Starting from 0.5 mmol of 4-(2′,4′-dimethoxyphenyl-Fmoc-aminomethyl)phenoxyacetamido-norleucyl-4-methylbenzhydrylamine-polystyrene resin (Rink MBHA) the phosphonomethylpeptide was assembled on the resin in analogous manner as described in the example 1, adding the protected amino acids in the following order: Fmoc—Val—OH, Fmoc—Asn(Trt)—OH, Fmoc—Val—OH, Fmoc—Phe(p—CH2PO3Et2)—OH. The N-terminal acetylation was obtained by treatment of the peptidyl resin with 5 eq of acetic anhydride and 5 eq of DI... Starting materials: N([C@@H](C(C)C)C(=O)O)C(=O)OCC1C2=CC=CC=C2C2=CC=CC=C12 (Fmoc—Val—OH), N([C@@H](CC(NC(C1=CC=CC=C1)(C1=CC=CC=C1)C1=CC=CC=C1)=O)C(=O)O)C(=O)OCC1C2=CC=CC=C2C2=CC=CC=C12 (Fmoc—Asn(Trt)—OH), N([C@@H](C(C)C)C(=O)O)C(=O)OCC1C2=CC=CC=C2C2=CC=CC=C12 (Fmoc—Val—OH), N([C@@H](CC1=CC=C(C=C1)CP(=O)(OCC)OCC)C(=O)O)C(=O)OCC1C2=CC=CC=C2C2=CC=CC=C12 (Fmoc—Phe(p—CH2PO3Et2)—OH), 4-(2′,4′-dimethoxyphenyl-Fmoc-aminomethyl)phenoxyacetamido-norleucyl-4-methylbenzhydrylamine polystyrene resin, amino acids, CN1CCCC1=O (NMP). As a reaction SMILES: N(C(OCC1C2C(=CC=CC=2)C2C1=CC=CC=2)=O)[C@H:2]([C:6]([OH:8])=[O:7])C(C)C.N(C(OCC1C2C(=CC=CC=2)C2C1=CC=CC=2)=O)[C@H](C(O)=O)[CH2:28][C:29](=O)[NH:30][C:31]([C:44]1C=CC=CC=1)([C:38]1C=CC=CC=1)C1C=CC=CC=1.N(C(OCC1C2C(=CC=CC=2)C2C1=CC=CC=2)=O)[C@H:72](C(O)=O)[CH2:73]C1C=CC(CP(OCC)(OCC)=O)=CC=1.[CH3:109]N1[C:114](=[O:115])[CH2:113]CC1>>[C:6]([O:8][C:114](=[O:115])[CH3:113])(=[O:7])[CH3:2].[CH3:72][CH2:73][N:30]([CH:29]([CH3:28])[CH3:109])[CH:31]([CH3:38])[CH3:44]. Yields the product C(C)(=O)OC(C)=O (acetic anhydride), CCN(C(C)C)C(C)C (DIEA). Starting materials: FC=1C=CC(=C(C(=O)O)C1)N1N=CC=N1 (5-Fluoro-2-[1,2,3]triazol-2-yl-benzoic acid), IC1=C(C(=O)O)C(=CC=C1)C (2-iodo-6-methyl benzoic acid), FC=1C=CC(=C(C(=O)O)C1)I (5-fluoro-2-iodo-benzoic acid). Product: CC1=C(C(=O)O)C(=CC=C1)N1N=CC=N1 (2-Methyl-6-[1,2,3]triazol-2-yl-benzoic acid). RXN SMILES: F[C:2]1[CH:3]=[CH:4][C:5]([N:11]2[N:15]=[CH:14][CH:13]=[N:12]2)=[C:6]([CH:10]=1)[C:7]([OH:9])=[O:8].I[C:17]1C=CC=C(C)C=1C(O)=O.FC1C=CC(I)=C(C=1)C(O)=O>>[CH3:17][C:10]1[CH:2]=[CH:3][CH:4]=[C:5]([N:11]2[N:15]=[CH:14][CH:13]=[N:12]2)[C:6]=1[C:7]([OH:9])=[O:8]. Reported procedure: The title compound was prepared in a manner analogous to Intermediate 1, substituting for 2-iodo-6-methyl benzoic acid for 5-fluoro-2-iodo-benzoic acid in Step A. 1H NMR (400 MHz, CD3OD): 7.89 (s, 2H), 7.72 (d, J=8.1 Hz, 1H), 7.48 (t, J=7.9 Hz, 1H), 7.36 (d, J=7.7 Hz, 1H), 2.46 (s, 3H). The reactants are CC=1C(=NC=CC1)[C@@H]1N([C@@H](CCC1)C1=NC=CC=C1C)CC1=CC(=C(C#N)C=C1)ON=C(C)C (4-((2′R,6′S)-3,3″-dimethyl-3′,4′,5′,6′-tetrahydro-2′H-[2,2′;6′,2″]terpyridin-1′-ylmethyl)-2-isopropylideneaminooxy-benzonitrile), Cl (HCl). Run in CCO (EtOH). The product is CC=1C(=NC=CC1)[C@H]1N([C@H](CCC1)C1=NC=CC=C1C)CC1=CC2=C(C(=NO2)N)C=C1 (6-((2′S,6′R)-3,3″-dimethyl-3′,4′,5′,6′-tetrahydro-2′H-2,2′;6′,2″-terpyridin-1′-ylmethyl)-1,2-benzisoxazol-3-ylamine). The yield is 62.0%. RXN SMILES: [CH3:1][C:2]1[C:3]([C@H:8]2[CH2:13][CH2:12][CH2:11][C@@H:10]([C:14]3[C:19]([CH3:20])=[CH:18][CH:17]=[CH:16][N:15]=3)[N:9]2[CH2:21][C:22]2[CH:29]=[CH:28][C:25]([C:26]#[N:27])=[C:24]([O:30][N:31]=C(C)C)[CH:23]=2)=[N:4][CH:5]=[CH:6][CH:7]=1.Cl>CCO>[CH3:1][C:2]1[C:3]([C@@H:8]2[CH2:13][CH2:12][CH2:11][C@H:10]([C:14]3[C:19]([CH3:20])=[CH:18][CH:17]=[CH:16][N:15]=3)[N:9]2[CH2:21][C:22]2[CH:29]=[CH:28][C:25]3[C:26]([NH2:27])=[N:31][O:30][C:24]=3[CH:23]=2)=[N:4][CH:5]=[CH:6][CH:7]=1. Procedure: To a solution of 4-((2′R,6′S)-3,3″-dimethyl-3′,4′,5′,6′-tetrahydro-2′H-[2,2′;6′,2″]terpyridin-1′-ylmethyl)-2-isopropylideneaminooxy-benzonitrile (0.145 g, 0.320 mmol) in EtOH (4 mL) was added aqueous HCl (3 N, 4 mL), and the mixture was stirred and heated at reflux overnight. The mixture was then cooled to room temperature, EtOH was removed, and saturated aqueous NaHCO3 (20 mL) was added. The aqueous mixture was extracted with CH2Cl2 (4×40 mL), and the combined extract was dried over Na2SO4. Aft... Reactants: O1C=CC2=C1C=CC(=C2)O (benzofuran-5-ol), N1C=NC=C1 (imidazole), CC(C)(C)[Si](C)(C)Cl (TBSCl), C(=O)(O)[O-].[Na+] (NaHCO3). Run in CN(C)C=O (DMF). Conditions: time 20 hour. Product: O1C=CC2=C1C=CC(=C2)O[Si](C)(C)C(C)(C)C ((Benzofuran-5-yloxy)(tert-butyl)dimethylsilane). Isolated yield 80.5%. RXN SMILES: [O:1]1[C:5]2[CH:6]=[CH:7][C:8]([OH:10])=[CH:9][C:4]=2[CH:3]=[CH:2]1.N1C=CN=C1.[CH3:16][C:17]([Si:20](Cl)([CH3:22])[CH3:21])([CH3:19])[CH3:18].C([O-])(O)=O.[Na+]>CN(C=O)C>[O:1]1[C:5]2[CH:6]=[CH:7][C:8]([O:10][Si:20]([C:17]([CH3:19])([CH3:18])[CH3:16])([CH3:22])[CH3:21])=[CH:9][C:4]=2[CH:3]=[CH:2]1 |f:3.4|. Reported procedure: To a stirred solution of benzofuran-5-ol (5.2 g, 0.039 mol) in DMF (50 mL) was added imidazole (5.3 g, 0.078 mol) and TBSCl (6.1 g, 0.041 mol) at room temperature. The mixture was stirred at room temperature 20 hours. Then a solution of saturated NaHCO3 (150 mL) was added into the reaction and the mixture was extracted with EtOAc (3×100 mL). The combined organic phase was washed with brine (3×100 mL) and dried over anhydrous sodium sulfate and concentrated under reduced pressure. The residue was...